From a dataset of the Open Reaction Database (ORD), a public repository of structured organic reaction records. describe an organic reaction: reactants, conditions, products, and yield Reactants: C1(CCCCC1)N(C(NC=1SC(=CN1)SCC(=O)O)=O)[C@@H]1CC[C@H](CC1)COC1=CC=CC=C1 ({2-[3-cyclohexyl-3-(trans-4-phenoxymethyl-cyclohexyl)-ureido]-thiazol-5-ylsulfanyl}-acetic acid), C1(CCCCC1)N[C@@H]1CC[C@H](CC1)COC1=CC=C(C=C1)F (cyclohexyl-[trans-4-(4-fluoro-phenoxymethyl)-cyclohexyl]-amine), C(C)OC(C(C)SC1=CN=C(S1)N)=O ((2-amino-thiazol-5-ylsulfanyl)-propionic acid ethyl ester). The product is C1(CCCCC1)N(C(NC=1SC(=CN1)SCCC(=O)O)=O)[C@@H]1CC[C@H](CC1)COC1=CC=C(C=C1)F (3-(2-{3-Cyclohexyl-3-[trans-4-(4-fluoro-phenoxymethyl)-cyclohexyl]-ureido}-thiazol-5-ylsulfanyl)-propionic acid). Procedure details: Prepared in a similar manner to {2-[3-cyclohexyl-3-(trans-4-phenoxymethyl-cyclohexyl)-ureido]-thiazol-5-ylsulfanyl}-acetic acid via cyclohexyl-[trans-4-(4-fluoro-phenoxymethyl)-cyclohexyl]-amine and (2-amino-thiazol-5-ylsulfanyl)-propionic acid ethyl ester to give the title compound. RXN SMILES: C1([N:7]([C@H:21]2[CH2:26][CH2:25][C@H:24](COC3C=CC=CC=3)[CH2:23][CH2:22]2)[C:8](=[O:20])[NH:9][C:10]2[S:11][C:12]([S:15][CH2:16]C(O)=O)=[CH:13][N:14]=2)CCCCC1.C1(N[C@H:42]2[CH2:47][CH2:46][C@H:45]([CH2:48][O:49][C:50]3[CH:55]=[CH:54][C:53]([F:56])=[CH:52][CH:51]=3)[CH2:44][CH2:43]2)CCCCC1.C([O:59][C:60](=[O:70])[CH:61](SC1SC(N)=NC=1)C)C>>[CH:21]1([N:7]([C@H:42]2[CH2:43][CH2:44][C@H:45]([CH2:48][O:49][C:50]3[CH:51]=[CH:52][C:53]([F:56])=[CH:54][CH:55]=3)[CH2:46][CH2:47]2)[C:8](=[O:20])[NH:9][C:10]2[S:11][C:12]([S:15][CH2:16][CH2:61][C:60]([OH:70])=[O:59])=[CH:13][N:14]=2)[CH2:22][CH2:23][CH2:24][CH2:25][CH2:26]1. Reactants: C(C)(C)(C)OC(OC(C)(C)C)=O (di-t-butylcarbonate), Cl.C(CCC)C(N)C(C(=O)O)(C)C (β-n-butyl-α,α-dimethyl-β-alanine hydrochloride), C([O-])([O-])=O.[Na+].[Na+] (sodium carbonate). The solvent is O1CCOCC1 (dioxane). Run at time 8 hour. Product: C(=O)(OC(C)(C)C)NC(C(C(=O)O)(C)C)CCCC (N-Boc-β-n-butyl-α,α-dimethyl-β-alanine). Yield: 66.4%. Reaction SMILES: Cl.[CH2:2]([CH:6]([C:8]([CH3:13])([CH3:12])[C:9]([OH:11])=[O:10])[NH2:7])[CH2:3][CH2:4][CH3:5].C(=O)([O-])[O-].[Na+].[Na+].[C:20]([O:24][C:25](=O)[O:26]C(C)(C)C)([CH3:23])([CH3:22])[CH3:21]>O1CCOCC1>[C:25]([NH:7][CH:6]([CH2:2][CH2:3][CH2:4][CH3:5])[C:8]([CH3:12])([CH3:13])[C:9]([OH:11])=[O:10])([O:24][C:20]([CH3:23])([CH3:22])[CH3:21])=[O:26] |f:0.1,2.3.4|. Procedure: β-n-butyl-α,α-dimethyl-β-alanine hydrochloride (3.65 g, 17.40 mmol) was dissolved into 10% aqueous sodium carbonate (18.4 ml). To the resulting solution was added dioxane solution (50 ml) of di-t-butylcarbonate (4.6 g, 20.87 mmol) under cooling with ice and stirred at room temperature overnight. The solvent was distilled off and the resulting residue was dissolved into water, washed with ether and adjusted to pH 3 with citric acid under cooling with ice, followed by the several times of ethyl ac... The reactants are [BH3-]C#N, O=Cc1ccccc1[N+](=O)[O-], CC(N)COc1ccc(C(=O)OCc2ccccc2)cc1, [Na+]. Yields the product CC(COc1ccc(C(=O)OCc2ccccc2)cc1)NCc1ccccc1[N+](=O)[O-]. As a reaction SMILES: [C:33]([BH3-:34])#[N:35].[N+:22](=[O:23])([O-:24])[c:25]1[c:26]([CH:27]=[O:28])[cH:29][cH:30][cH:31][cH:32]1.[NH2:1][CH:2]([CH2:3][O:4][c:5]1[cH:6][cH:7][c:8]([C:9](=[O:10])[O:11][CH2:12][c:13]2[cH:14][cH:15][cH:16][cH:17][cH:18]2)[cH:19][cH:20]1)[CH3:21].[Na+:36]>>[NH:1]([CH:2]([CH2:3][O:4][c:5]1[cH:6][cH:7][c:8]([C:9](=[O:10])[O:11][CH2:12][c:13]2[cH:14][cH:15][cH:16][cH:17][cH:18]2)[cH:19][cH:20]1)[CH3:21])[CH2:27][c:26]1[c:25]([N+:22](=[O:23])[O-:24])[cH:32][cH:31][cH:30][cH:29]1. The reactants are CCO, Cl, [H][H], COc1ccc(C(=O)Nc2ccc(C(N)=NO)cc2NC(=O)c2ccc(OC)cc2)cc1, C1CCOC1, O. The product is COc1ccc(C(=O)Nc2ccc(C(=N)N)cc2NC(=O)c2ccc(OC)cc2)cc1. RXN SMILES: [CH3:41][CH2:42][OH:43].[ClH:38].[H:39][H:40].[NH2:1][C:2]([c:3]1[cH:4][c:5]([NH:20][C:21]([c:22]2[cH:23][cH:24][c:25]([O:28][CH3:29])[cH:26][cH:27]2)=[O:30])[c:6]([NH:9][C:10]([c:11]2[cH:12][cH:13][c:14]([O:17][CH3:18])[cH:15][cH:16]2)=[O:19])[cH:7][cH:8]1)=[N:31][OH:32].[O:33]1[CH2:34][CH2:35][CH2:36][CH2:37]1.[OH2:44]>>[NH:1]=[C:2]([c:3]1[cH:4][c:5]([NH:20][C:21]([c:22]2[cH:23][cH:24][c:25]([O:28][CH3:29])[cH:26][cH:27]2)=[O:30])[c:6]([NH:9][C:10]([c:11]2[cH:12][cH:13][c:14]([O:17][CH3:18])[cH:15][cH:16]2)=[O:19])[cH:7][cH:8]1)[NH2:31].